Task: describe an organic reaction: reactants, conditions, products, and yield. Dataset: the Open Reaction Database (ORD), a public repository of structured organic reaction records The reactants are OC1=CC=NN1C1=NC=CC(=C1)C#N (2-(5-hydroxy-1H-pyrazol-1-yl)pyridine-4-carbonitrile), ClC1=CC(=C(C=C1)CO)OCCC ((4-chloro-2-propoxyphenyl)methanol). Yields the product ClC1=CC(=C(C=C1)COC1=CC=NN1C1=NC=CC(=C1)C#N)OCCC (2-[5-[(4-chloro-2-propoxyphenyl)methoxy]pyrazol-1-yl]pyridine-4-carbonitrile). RXN SMILES: [OH:1][C:2]1[N:6]([C:7]2[CH:12]=[C:11]([C:13]#[N:14])[CH:10]=[CH:9][N:8]=2)[N:5]=[CH:4][CH:3]=1.[Cl:15][C:16]1[CH:21]=[CH:20][C:19]([CH2:22]O)=[C:18]([O:24][CH2:25][CH2:26][CH3:27])[CH:17]=1>>[Cl:15][C:16]1[CH:21]=[CH:20][C:19]([CH2:22][O:1][C:2]2[N:6]([C:7]3[CH:12]=[C:11]([C:13]#[N:14])[CH:10]=[CH:9][N:8]=3)[N:5]=[CH:4][CH:3]=2)=[C:18]([O:24][CH2:25][CH2:26][CH3:27])[CH:17]=1. Reported procedure: The title compound was prepared from 2-(5-hydroxy-1H-pyrazol-1-yl)pyridine-4-carbonitrile and (4-chloro-2-propoxyphenyl)methanol according to the procedure for the preparation of Example 39, part C. 1H NMR (400 MHz, CDCl3): δ 1.01 (3H, t, J=7.2 Hz), 1.77-1.86 (2H, m), 3.98 (2H, t, J=2.4 Hz), 5.24 (2H, s), 5.78 (1H, d, J=1.6 Hz), 6.90 (1H, d, J=1.6 Hz), 6.95 (1H, dd, J=2.0 Hz, 8.4 Hz), 7.34 (1H, d, J=8.4 Hz), 7.39 (1H, dd, J=0.8 Hz, 4.8 Hz), 7.58 (1H, d, J=1.6 Hz), 8.05 (1H, d, s), 8.70 (1H, d, J... Reactants: CCCCCCCI, CC(C)(C)[O-], [K+], CN(C)C=O, O=S(=O)(c1ccccc1)C(F)F. The product is CCCCCCCC(F)(F)S(=O)(=O)c1ccccc1. RXN SMILES: [CH2:13]([CH2:14][CH2:15][CH2:16][CH2:17][CH2:18][CH3:19])[I:20].[CH3:21][C:22]([CH3:23])([O-:24])[CH3:25].[K+:26].[O:27]=[CH:28][N:29]([CH3:30])[CH3:31].[c:1]1([S:7](=[O:8])(=[O:9])[CH:10]([F:11])[F:12])[cH:2][cH:3][cH:4][cH:5][cH:6]1>>[c:1]1([S:7](=[O:8])(=[O:9])[C:10]([F:11])([F:12])[CH2:13][CH2:14][CH2:15][CH2:16][CH2:17][CH2:18][CH3:19])[cH:2][cH:3][cH:4][cH:5][cH:6]1. Starting materials: C(CCC)[Li] (butyllithium), C1(=CC=CC=C1)C1=CSC2=C1C=CC=C2 (3-phenyl-1-benzothiophene), C(C=O)(=O)OCC (ethyl glyoxylate), C1(=CC=CC=C1)C (toluene). Solvent: O1CCCC1 (tetrahydrofuran). Conditions: time 1 hour. Yields the product OC(C(=O)OCC)C=1SC2=C(C1C1=CC=CC=C1)C=CC=C2 (ethyl 2-hydroxy-2-(3-phenyl-1-benzothiophen-2-yl)acetate). The yield is 20.0%. Reaction SMILES: C([Li])CCC.[C:6]1([C:12]2[C:16]3[CH:17]=[CH:18][CH:19]=[CH:20][C:15]=3[S:14][CH:13]=2)[CH:11]=[CH:10][CH:9]=[CH:8][CH:7]=1.[C:21]([O:25][CH2:26][CH3:27])(=[O:24])[CH:22]=[O:23].C1(C)C=CC=CC=1>O1CCCC1>[OH:23][CH:22]([C:13]1[S:14][C:15]2[CH:20]=[CH:19][CH:18]=[CH:17][C:16]=2[C:12]=1[C:6]1[CH:7]=[CH:8][CH:9]=[CH:10][CH:11]=1)[C:21]([O:25][CH2:26][CH3:27])=[O:24]. Procedure: A solution of butyllithium (1.6 M, 3.75 mL, 6 mmol) was added at −20° C. to a solution of 3-phenyl-1-benzothiophene (3a) (1.18 g, 5.61 mmol) in tetrahydrofuran (20 mL) under a nitrogen atmosphere. After 1 hour, a solution of ethyl glyoxylate in toluene (50%, 1.2 mL, 6 mmol) was added. The reaction mixture was slowly warmed to room temperature for 2 hours, quenched with water (5 mL) and concentrated in vacuo. The residue was partitioned between dichloromethane (40 mL) and water (15 mL). The organ...